From a dataset of the Open Reaction Database (ORD), a public repository of structured organic reaction records. describe an organic reaction: reactants, conditions, products, and yield Starting materials: C(C)OC(=O)C1(CC2=CC=CC=C2C1)NC(C1=C(C(=CC=C1)Cl)O)=O (2-(3-Chloro-2-hydroxy-benzoylamino)-indan-2-carboxylic acid ethyl ester), C(=O)([O-])[O-].[Cs+].[Cs+] (Cs2CO3), BrCC=C (3-bromo-propene). Run in CN(C)C=O (DMF). Reaction conditions: time 8 hour. The product is C(C)OC(=O)C1(CC2=CC=CC=C2C1)NC(C1=C(C(=CC=C1)Cl)OCC=C)=O (2-(2-Allyloxy-3-chloro-benzoylamino)-indan-2-carboxylic acid ethyl ester). Yield: 58.0%. As a reaction SMILES: [CH2:1]([O:3][C:4]([C:6]1([NH:15][C:16](=[O:25])[C:17]2[CH:22]=[CH:21][CH:20]=[C:19]([Cl:23])[C:18]=2[OH:24])[CH2:14][C:13]2[C:8](=[CH:9][CH:10]=[CH:11][CH:12]=2)[CH2:7]1)=[O:5])[CH3:2].C([O-])([O-])=O.[Cs+].[Cs+].Br[CH2:33][CH:34]=[CH2:35]>CN(C=O)C>[CH2:1]([O:3][C:4]([C:6]1([NH:15][C:16](=[O:25])[C:17]2[CH:22]=[CH:21][CH:20]=[C:19]([Cl:23])[C:18]=2[O:24][CH2:35][CH:34]=[CH2:33])[CH2:7][C:8]2[C:13](=[CH:12][CH:11]=[CH:10][CH:9]=2)[CH2:14]1)=[O:5])[CH3:2] |f:1.2.3|. Reported procedure: To a suspension of 2-(3-chloro-2-hydroxy-benzoylamino)-indan-2-carboxylic acid ethyl ester (14) (250 mg, 0.69 mmol), anhydrous Cs2CO3 (453 mg, 1.39 mmol), and KI (23 mg, 0.14 mmol) in DMF (10 mL) is added 3-bromo-propene (70 μL, 0.83 mmol). The resulting reaction suspension is stirred at RT overnight. After the removal of DMF in vacuo, the residue is dissolved in EtOAc (20 mL) and washed with water (1×5 mL) and brine (2×5 mL). The organic layer is dried over anhydrous Na2SO4 and concentrated in ... Reactants: CC=1NC2=CC=CC=C2C1 (2-methylindole), IC=1C=C(C=C(C1)C)C (5-iodo-m-xylene). The product is CC=1C=C(C=C(C1)C)N1C(=CC2=CC=CC=C12)C (N-(3,5-Dimethylphenyl)-2-methylindole). The yield is 94.8%. Reaction SMILES: [CH3:1][C:2]1[NH:3][C:4]2[C:9]([CH:10]=1)=[CH:8][CH:7]=[CH:6][CH:5]=2.I[C:12]1[CH:13]=[C:14]([CH3:19])[CH:15]=[C:16]([CH3:18])[CH:17]=1>>[CH3:19][C:14]1[CH:13]=[C:12]([N:3]2[C:4]3[C:9](=[CH:8][CH:7]=[CH:6][CH:5]=3)[CH:10]=[C:2]2[CH3:1])[CH:17]=[C:16]([CH3:18])[CH:15]=1. Reported procedure: Using general procedure A, 2-methylindole (165 mg, 1.26 mmol)) was coupled with 5-iodo-m-xylene (150 μL, 1.04 mmol). The crude product was purified by flash chromatography on silica gel (2×15 cm; hexane-ether 40:1; 15 mL fractions). Fractions 4-9 provided 232 mg (95% yield) of the product as a colorless oil. 1H NMR (300 MHz, CDCl3): δ 7.62-7.53 (m, 1H), 7.15-7.05 (m, 4H), 6.98 (s, 2H), 6.39 (s, 1H), 2.41 (s, 6H), 2.31 (d, J=1.0 Hz, 3H). Reactants: FC(SC1=CC=C(C=C1)O)(F)F (4-[(trifluoromethyl)thio]phenol), Na2WO4.2H2O, OO (hydrogen peroxide), C(C)(=O)O (acetic acid), Na2S2O5, [OH-].[Na+] (NaOH). Conditions: temperature 65 celsius. Product: FC(S(=O)(=O)C1=CC=C(C=C1)O)(F)F (4-[(TRIFLUOROMETHYL)SULFONYL]PHENOL). As a reaction SMILES: [F:1][C:2]([F:12])([F:11])[S:3][C:4]1[CH:9]=[CH:8][C:7]([OH:10])=[CH:6][CH:5]=1.OO.[OH-:15].[Na+].C(O)(=[O:19])C>>[F:12][C:2]([F:11])([F:1])[S:3]([C:4]1[CH:5]=[CH:6][C:7]([OH:10])=[CH:8][CH:9]=1)(=[O:19])=[O:15] |f:2.3|. Procedure details: A mixture of 4-[(trifluoromethyl)thio]phenol (4.5 g, 23.2 mmol), Na2WO4.2H2O (0.08 g, 0.24 mmol) and hydrogen peroxide (6 ml, 59 mmol) in acetic acid (25 ml) was heated at 65° C. for overnight. Na2S2O5 (sat.) and NaOH (20%) was added (until pH 8) and the solution was extracted with EtOAc. The combined organic phases were dried (Na2SO4) and evaporated to dryness to give the crude title compound (6.0 g). MS m/z (rel. intensity, 70 eV) 226 (M+, 18), 157 (bp), 109 (14), 93 (52), 65 (53). RXN SMILES: [CH3:1][S:2][C:3]1[CH:8]=[CH:7][C:6]([CH2:9][C:10]([OH:12])=[O:11])=[CH:5][CH:4]=1.[C:13]([O-])(O)=O.[Na+].IC>CN(C=O)C>[CH3:13][O:11][C:10](=[O:12])[CH2:9][C:6]1[CH:5]=[CH:4][C:3]([S:2][CH3:1])=[CH:8][CH:7]=1 |f:1.2|. Reactants: C(=O)(O)[O-].[Na+] (NaHCO3), CSC1=CC=C(C=C1)CC(=O)O (4-methylthiophenylacetic acid), IC (ICH3). Run in CN(C)C=O (DMF). Yield: 97.0%. Product: COC(CC1=CC=C(C=C1)SC)=O ((4-methylthiophenyl)-acetic acid methyl ester). Procedure details: 1.82 g (10 mmol) of the 4-methylthiophenylacetic acid were dissolved in 30 mL of DMF and 1.34 g (16 mmol) of NaHCO3 are then added; the agitation mixture is stirred for 15 min approx. Next, 1.9 mL of ICH3 are added while keeping agitation at room temperature for 24 h. Once this time elapsed the mixture is poured on water/ice. As no precipitation occurs ether is added and extracted. The organic phase is washed with water and after drying on sodium sulfate anhydride, the organic phase is concentra... The reactants are C(CCC)C=1N(C=2N(N1)C(=CN2)C2=CC=CC=C2)CC2=CC=C(C=C2)C2=C(C=CC=C2)C#N (2-butyl-3-[(2'-cyanobiphenyl-4-yl)methyl]-6-phenyl-3H-imidazo[1,2-b][1,2,4]triazole), C[Sn](C)(C)N=[N+]=[N-] (trimethyltin azide). Yields the product C(CCC)C=1N(C=2N(N1)C(=CN2)C2=CC=CC=C2)CC2=CC=C(C=C2)C2=C(C=CC=C2)C2=NN=NN2 (2-Butyl-6-phenyl-3-[[2'-(5-tetrazolyl)biphenyl-4-yl]methyl]-3H-imidazo[1,2-b][1,2,4]triazole). The yield is 46.0%. RXN SMILES: [CH2:1]([C:5]1[N:6]([CH2:19][C:20]2[CH:25]=[CH:24][C:23]([C:26]3[CH:31]=[CH:30][CH:29]=[CH:28][C:27]=3[C:32]#[N:33])=[CH:22][CH:21]=2)[C:7]2[N:8]([C:10]([C:13]3[CH:18]=[CH:17][CH:16]=[CH:15][CH:14]=3)=[CH:11][N:12]=2)[N:9]=1)[CH2:2][CH2:3][CH3:4].C[Sn]([N:38]=[N+:39]=[N-:40])(C)C>>[CH2:1]([C:5]1[N:6]([CH2:19][C:20]2[CH:21]=[CH:22][C:23]([C:26]3[CH:31]=[CH:30][CH:29]=[CH:28][C:27]=3[C:32]3[NH:40][N:39]=[N:38][N:33]=3)=[CH:24][CH:25]=2)[C:7]2[N:8]([C:10]([C:13]3[CH:18]=[CH:17][CH:16]=[CH:15][CH:14]=3)=[CH:11][N:12]=2)[N:9]=1)[CH2:2][CH2:3][CH3:4]. Procedure: Reaction of 2-butyl-3-[(2'-cyanobiphenyl-4-yl)methyl]-6-phenyl-3H-imidazo[1,2-b][1,2,4]triazole (from Step A) with trimethyltin azide according to the procedure of Example 1, Step G, gave a 46% yield of the title compound as a light brown solid, mp>70° C. (gradual): homogeneous by TLC in 90:10:0.1 CH2Cl2 -MeOH-AcOH. The reactants are NC1=NC(=CC(=N1)OC)OC (2-amino-4,6-dimethoxypyrimidine), [H-].[Na+] (sodium hydride), CN(C=O)C (N,N-dimethylformamide), N1=CC(=CC=C1)S(=O)(=O)N=C(SC)SC (3-pyridinylsulfonylcarbonimidodithioic acid, dimethyl ester). Reaction conditions: time 3 hour. Yields the product COC1=NC(=NC(=N1)C)NC(=NS(=O)(=O)C=1C=NC=CC1)SC (N-(4-Methoxy-6-methyl-1,3,5-triazin-2-yl)-N'-(3-pyridinylsulfonyl)carbamimidothioic acid, methyl ester). Reaction SMILES: [H-].[Na+].[NH2:3][C:4]1[N:9]=[C:8]([O:10][CH3:11])[CH:7]=[C:6](OC)[N:5]=1.[N:14]1[CH:19]=[CH:18][CH:17]=[C:16]([S:20]([N:23]=[C:24](SC)[S:25][CH3:26])(=[O:22])=[O:21])[CH:15]=1.C[N:30](C)C=O>>[CH3:11][O:10][C:8]1[N:30]=[C:6]([CH3:7])[N:5]=[C:4]([NH:3][C:24]([S:25][CH3:26])=[N:23][S:20]([C:16]2[CH:15]=[N:14][CH:19]=[CH:18][CH:17]=2)(=[O:22])=[O:21])[N:9]=1 |f:0.1|. Reported procedure: To a suspension of 0.9 g of sodium hydride (50% oil dispersion) in 25 ml of dry N,N-dimethylformamide was added 2.3 g of 2-amino-4,6-dimethoxypyrimidine. The resulting yellow suspension was stirred at room temperature for 3 hrs., then added to 3.95 g of 3-pyridinylsulfonylcarbonimidodithioic acid, dimethyl ester. The reddish slurry was stirred at room temperature for 2 hours, poured into 250 g of icewater and filtered to remove 1.6 g of unreacted, carbonimidodithioic acid, dimethyl ester. The fi...